This data is from the Open Reaction Database (ORD), a public repository of structured organic reaction records. The task is: describe an organic reaction: reactants, conditions, products, and yield Reactants: ice water, C1(=CC=CC=C1)NN=C(C(=O)OCC)C(C)=O (Ethyl 2,3-dioxobutanoate-2-phenylhydrazone), C(C)(=O)[O-].[Na+] (sodium acetate), C1(CCCCCC1)=O (cycloheptanone). Reagents/catalysts: [Zn] (zinc). Run in C(C)(=O)O (acetic acid), C(C)(=O)O (acetic acid). Reaction conditions: temperature 80 celsius. Yields the product CC=1C2=C(NC1C(=O)OCC)CCCCC2 (Ethyl 3-methyl-1,4,5,6,7,8-hexahydrocyclohepta[b]pyrrole-2-carboxylate). Isolated yield 14.0%. RXN SMILES: C1(N[N:8]=[C:9]([C:15](=O)[CH3:16])[C:10]([O:12][CH2:13][CH3:14])=[O:11])C=CC=CC=1.C([O-])(=O)C.[Na+].[C:23]1(=O)[CH2:29][CH2:28][CH2:27][CH2:26][CH2:25][CH2:24]1>C(O)(=O)C.[Zn]>[CH3:16][C:15]1[C:23]2[CH2:29][CH2:28][CH2:27][CH2:26][CH2:25][C:24]=2[NH:8][C:9]=1[C:10]([O:12][CH2:13][CH3:14])=[O:11] |f:1.2|. Procedure: Ethyl 2,3-dioxobutanoate-2-phenylhydrazone (20.9 g) (T. D; Lash et al., J. Org. Chem. 1992, 57, 4809-4820) in acetic acid (50 ml) was added dropwise to a stirred solution of sodium acetate (10 g), and cycloheptanone (10 g) in acetic acid (100 ml) at 60° C. over 30 minutes. Throughout the addition, small portions of zinc dust (30 g) were added. The reaction was stirred for an additional hour at 80° C., then poured into ice-water (500 g). The resulting solid precipitate was filtered and recrystall... Starting materials: CC#N, COc1ccccc1CC(=O)N1CCC(CCOS(C)(=O)=O)(c2ccc(Cl)c(Cl)c2)C1, C1CCC(N2CCNCC2)CC1. The product is COc1ccccc1CC(=O)N1CCC(CCN2CCN(C3CCCCC3)CC2)(c2ccc(Cl)c(Cl)c2)C1. RXN SMILES: [C:44](#[N:45])[CH3:46].[CH3:13][S:14]([O:15][CH2:18][CH2:19][C:20]1([c:36]2[cH:37][c:38]([Cl:43])[c:39]([Cl:42])[cH:40][cH:41]2)[CH2:21][N:22]([C:25]([CH2:26][c:27]2[c:28]([O:33][CH3:34])[cH:29][cH:30][cH:31][cH:32]2)=[O:35])[CH2:23][CH2:24]1)(=[O:16])=[O:17].[CH:1]1([N:7]2[CH2:8][CH2:9][NH:10][CH2:11][CH2:12]2)[CH2:2][CH2:3][CH2:4][CH2:5][CH2:6]1>>[CH:1]1([N:7]2[CH2:8][CH2:9][N:10]([CH2:18][CH2:19][C:20]3([c:36]4[cH:37][c:38]([Cl:43])[c:39]([Cl:42])[cH:40][cH:41]4)[CH2:21][N:22]([C:25]([CH2:26][c:27]4[c:28]([O:33][CH3:34])[cH:29][cH:30][cH:31][cH:32]4)=[O:35])[CH2:23][CH2:24]3)[CH2:11][CH2:12]2)[CH2:2][CH2:3][CH2:4][CH2:5][CH2:6]1. As a reaction SMILES: [CH2:1]([c:2]1[cH:3][cH:4][cH:5][cH:6][cH:7]1)[O:8][c:9]1[c:10]([O-:18])[cH:11][cH:12][c:13]([N+:15](=[O:16])[O-:17])[cH:14]1.[K+:19].[O:20]([S:21]([c:22]1[cH:23][cH:24][c:25]([CH3:26])[cH:27][cH:28]1)(=[O:29])=[O:30])[CH2:31][CH:32]1[CH2:33][O:34]1.[O:35]=[CH:36][N:37]([CH3:38])[CH3:39].[OH2:40]>>[CH2:1]([c:2]1[cH:3][cH:4][cH:5][cH:6][cH:7]1)[O:8][c:9]1[c:10]([O:18][CH2:31][CH:32]2[CH2:33][O:34]2)[cH:11][cH:12][c:13]([N+:15](=[O:16])[O-:17])[cH:14]1. The product is O=[N+]([O-])c1ccc(OCC2CO2)c(OCc2ccccc2)c1. Starting materials: O=[N+]([O-])c1ccc([O-])c(OCc2ccccc2)c1, [K+], Cc1ccc(S(=O)(=O)OCC2CO2)cc1, CN(C)C=O, O. The reactants are CC(=O)c1c(N)c2cc(-c3ccc(Cl)cc3)c(-c3ccc(Cl)cc3Cl)nc2n(C)c1=O, C1CCOC1, COCC(=O)Cl, [H-], [Na+]. Product: COCC(=O)Nc1c(C(C)=O)c(=O)n(C)c2nc(-c3ccc(Cl)cc3Cl)c(-c3ccc(Cl)cc3)cc12. As a reaction SMILES: [C:1]([CH3:2])(=[O:3])[c:4]1[c:5](=[O:31])[n:6]([CH3:30])[c:7]2[n:8][c:9](-[c:22]3[c:23]([Cl:29])[cH:24][c:25]([Cl:28])[cH:26][cH:27]3)[c:10](-[c:15]3[cH:16][cH:17][c:18]([Cl:21])[cH:19][cH:20]3)[cH:11][c:12]2[c:13]1[NH2:14].[CH2:40]1[O:41][CH2:42][CH2:43][CH2:44]1.[CH3:34][O:35][CH2:36][C:37](=[O:38])[Cl:39].[H-:32].[Na+:33]>>[C:1]([CH3:2])(=[O:3])[c:4]1[c:5](=[O:31])[n:6]([CH3:30])[c:7]2[n:8][c:9](-[c:22]3[c:23]([Cl:29])[cH:24][c:25]([Cl:28])[cH:26][cH:27]3)[c:10](-[c:15]3[cH:16][cH:17][c:18]([Cl:21])[cH:19][cH:20]3)[cH:11][c:12]2[c:13]1[NH:14][C:37]([CH2:36][O:35][CH3:34])=[O:38]. The reactants are COc1cc(N)cc(OC)c1OC, CN1CCCC1=O, COc1ccc(Cl)cc1-c1ccc2cnc(S(C)=O)nn12. Yields the product COc1ccc(Cl)cc1-c1ccc2cnc(Nc3cc(OC)c(OC)c(OC)c3)nn12. As a reaction SMILES: [CH3:22][O:23][c:24]1[cH:25][c:26]([NH2:27])[cH:28][c:29]([O:33][CH3:34])[c:30]1[O:31][CH3:32].[CH3:35][N:36]1[CH2:37][CH2:38][CH2:39][C:40]1=[O:41].[Cl:1][c:2]1[cH:3][cH:4][c:5]([O:20][CH3:21])[c:6](-[c:8]2[cH:9][cH:10][c:11]3[cH:12][n:13][c:14]([S:17]([CH3:18])=[O:19])[n:15][n:16]23)[cH:7]1>>[Cl:1][c:2]1[cH:3][cH:4][c:5]([O:20][CH3:21])[c:6](-[c:8]2[cH:9][cH:10][c:11]3[cH:12][n:13][c:14]([NH:27][c:26]4[cH:25][c:24]([O:23][CH3:22])[c:30]([O:31][CH3:32])[c:29]([O:33][CH3:34])[cH:28]4)[n:15][n:16]23)[cH:7]1.